This data is from the Open Reaction Database (ORD), a public repository of structured organic reaction records. The task is: describe an organic reaction: reactants, conditions, products, and yield Reactants: CC(C)(C)N=C=S, CC(=O)N1c2ccc(N)cc2C(C)(c2ccccc2)CC1(C)C, CCN(C(C)C)C(C)C, NC(N)=S, C1CCOC1. The product is CC(=O)N1c2ccc(NC(=S)NC(C)(C)C)cc2C(C)(c2ccccc2)CC1(C)C. Reaction SMILES: [C:28]([CH3:29])([CH3:30])([CH3:31])[N:32]=[C:33]=[S:34].[C:5]([CH3:6])(=[O:7])[N:8]1[C:9]([CH3:26])([CH3:27])[CH2:10][C:11]([CH3:19])([c:20]2[cH:21][cH:22][cH:23][cH:24][cH:25]2)[c:12]2[cH:13][c:14]([NH2:18])[cH:15][cH:16][c:17]21.[CH:35]([N:36]([CH2:37][CH3:38])[CH:39]([CH3:40])[CH3:41])([CH3:42])[CH3:43].[NH2:1][C:2](=[S:3])[NH2:4].[O:44]1[CH2:45][CH2:46][CH2:47][CH2:48]1>>[C:5]([CH3:6])(=[O:7])[N:8]1[C:9]([CH3:26])([CH3:27])[CH2:10][C:11]([CH3:19])([c:20]2[cH:21][cH:22][cH:23][cH:24][cH:25]2)[c:12]2[cH:13][c:14]([NH:18][C:33]([NH:32][C:28]([CH3:29])([CH3:30])[CH3:31])=[S:34])[cH:15][cH:16][c:17]21. The reactants are C=CCC1(OC)CC(c2cccc(Cl)c2)C(c2ccc(Cl)cc2)N(C(CC)CO[Si](c2ccccc2)(c2ccccc2)C(C)(C)C)C1=O, C1CCOC1, CCCC[N+](CCCC)(CCCC)CCCC, [F-]. Yields the product C=CCC1(OC)CC(c2cccc(Cl)c2)C(c2ccc(Cl)cc2)N(C(CC)CO)C1=O. RXN SMILES: [CH2:1]([CH:2]=[CH2:3])[C:4]1([O:47][CH3:48])[C:5](=[O:46])[N:6]([CH:24]([CH2:25][O:26][Si:27]([C:28]([CH3:29])([CH3:30])[CH3:31])([c:32]2[cH:33][cH:34][cH:35][cH:36][cH:37]2)[c:38]2[cH:39][cH:40][cH:41][cH:42][cH:43]2)[CH2:44][CH3:45])[CH:7]([c:17]2[cH:18][cH:19][c:20]([Cl:23])[cH:21][cH:22]2)[CH:8]([c:10]2[cH:11][c:12]([Cl:16])[cH:13][cH:14][cH:15]2)[CH2:9]1.[CH2:67]1[O:68][CH2:69][CH2:70][CH2:71]1.[CH3:50][CH2:51][CH2:52][CH2:53][N+:54]([CH2:55][CH2:56][CH2:57][CH3:58])([CH2:59][CH2:60][CH2:61][CH3:62])[CH2:63][CH2:64][CH2:65][CH3:66].[F-:49]>>[CH2:1]([CH:2]=[CH2:3])[C:4]1([O:47][CH3:48])[C:5](=[O:46])[N:6]([CH:24]([CH2:25][OH:26])[CH2:44][CH3:45])[CH:7]([c:17]2[cH:18][cH:19][c:20]([Cl:23])[cH:21][cH:22]2)[CH:8]([c:10]2[cH:11][c:12]([Cl:16])[cH:13][cH:14][cH:15]2)[CH2:9]1. The reactants are CN(C)C=O, O=S(Cl)Cl, OCc1cccc(-n2ccnc2)c1. Product: ClCc1cccc(-n2ccnc2)c1. Reaction SMILES: [O:18]=[CH:19][N:20]([CH3:21])[CH3:22].[S:1]([Cl:2])([Cl:3])=[O:4].[n:5]1(-[c:10]2[cH:11][c:12]([CH2:16][OH:17])[cH:13][cH:14][cH:15]2)[cH:6][n:7][cH:8][cH:9]1>>[Cl:3][CH2:16][c:12]1[cH:11][c:10](-[n:5]2[cH:6][n:7][cH:8][cH:9]2)[cH:15][cH:14][cH:13]1. Reactants: O=C([O-])[O-], O=C([O-])[O-], CN(C)C=O, ClCc1ccc(Cl)nc1, [Cs+], [Cs+], [K+], [K+], CCCc1c(O)ccc(C(C)=O)c1O. The product is CCCc1c(OCc2ccc(Cl)nc2)ccc(C(C)=O)c1O. Reaction SMILES: [C:24](=[O:25])([O-:26])[O-:27].[C:30](=[O:31])([O-:32])[O-:33].[CH3:36][N:37]([CH3:38])[CH:39]=[O:40].[Cl:1][CH2:2][c:3]1[cH:4][cH:5][c:6]([Cl:9])[n:7][cH:8]1.[Cs+:34].[Cs+:35].[K+:28].[K+:29].[OH:10][c:11]1[c:12]([C:21]([CH3:22])=[O:23])[cH:13][cH:14][c:15]([OH:20])[c:16]1[CH2:17][CH2:18][CH3:19]>>[CH2:2]([c:3]1[cH:4][cH:5][c:6]([Cl:9])[n:7][cH:8]1)[O:20][c:15]1[cH:14][cH:13][c:12]([C:21]([CH3:22])=[O:23])[c:11]([OH:10])[c:16]1[CH2:17][CH2:18][CH3:19]. The reactants are C(CCC)C12CC3=C(C(=CC=C3C2=C(C(CC1)=O)C#N)OC)Cl (9a-butyl-8-chloro-4-cyano-7-methoxy-1,2,9,9a-tetrahydro-3H-fluoren-3-one), Cl.N1=CC=CC=C1 (pyridine hydrochloride). Run at temperature 200 celsius. Yields the product C(CCC)C12CC3=C(C(=CC=C3C2=C(C(CC1)=O)C#N)O)Cl (9a-butyl-8-chloro-4-cyano-7-hydroxy-1,2,9,9a-tetrahydro-3H-fluoren-3-one). RXN SMILES: [CH2:1]([C:5]12[CH2:17][CH2:16][C:15](=[O:18])[C:14]([C:19]#[N:20])=[C:13]1[C:12]1[C:7](=[C:8]([Cl:23])[C:9]([O:21]C)=[CH:10][CH:11]=1)[CH2:6]2)[CH2:2][CH2:3][CH3:4].Cl.N1C=CC=CC=1>>[CH2:1]([C:5]12[CH2:17][CH2:16][C:15](=[O:18])[C:14]([C:19]#[N:20])=[C:13]1[C:12]1[C:7](=[C:8]([Cl:23])[C:9]([OH:21])=[CH:10][CH:11]=1)[CH2:6]2)[CH2:2][CH2:3][CH3:4] |f:1.2|. Reported procedure: A mixture of 9a-butyl-8-chloro-4-cyano-7-methoxy-1,2,9,9a-tetrahydro-3H-fluoren-3-one (65 mg) and pyridine hydrochloride (4.2 g) was heated in an oil bath at 200° C. for 85 minutes. After cooling to room temperature, the mixture was partitioned between EtOAc (50 mL) and water (50 mL). The organic phase was washed with brine (20 mL), dried over MgSO4, filtered, and evaporated under vacuum. The residue was purified by preparative layer chromatography on two 0.1×20×20 cm silica gel GF plates, devel... The reactants are ClC1=CC=C2C=CC(=NC2=N1)N1C(C2=CC=CC=C2C1OC(=O)N1CCNCC1)=O (2-(7-chloro-1,8-naphthyridin-2-yl)-3-(piperazin-1-yl)carbonyloxy-isoindolin-1-one), C1(CCCCC1)N=C=NC1CCCCC1 (N,N'-dicyclohexylcarbodiimide), FC(C(=O)O)(F)F (trifluoroacetic acid). The solvent is C(Cl)Cl (methylene chloride). Product: ClC1=CC=C2C=CC(=NC2=N1)N1C(C2=CC=CC=C2C1OC(=O)N1CCN(CC1)C(C(F)(F)F)=O)=O (2-(7-Chloro-1,8-naphthyridin-2-yl)-3-(4-trifluoroacetylpiperazin-1-yl)carbonyloxy-isoindolin-1-one). Isolated yield 35.0%. As a reaction SMILES: [Cl:1][C:2]1[N:11]=[C:10]2[C:5]([CH:6]=[CH:7][C:8]([N:12]3[CH:20]([O:21][C:22]([N:24]4[CH2:29][CH2:28][NH:27][CH2:26][CH2:25]4)=[O:23])[C:19]4[C:14](=[CH:15][CH:16]=[CH:17][CH:18]=4)[C:13]3=[O:30])=[N:9]2)=[CH:4][CH:3]=1.C1(N=C=NC2CCCCC2)CCCCC1.[F:46][C:47]([F:52])([F:51])[C:48](O)=[O:49]>C(Cl)Cl>[Cl:1][C:2]1[N:11]=[C:10]2[C:5]([CH:6]=[CH:7][C:8]([N:12]3[CH:20]([O:21][C:22]([N:24]4[CH2:25][CH2:26][N:27]([C:48](=[O:49])[C:47]([F:52])([F:51])[F:46])[CH2:28][CH2:29]4)=[O:23])[C:19]4[C:14](=[CH:15][CH:16]=[CH:17][CH:18]=4)[C:13]3=[O:30])=[N:9]2)=[CH:4][CH:3]=1. Procedure details: The procedure of Example 14 is followed but starting with 2-(7-chloro-1,8-naphthyridin-2-yl)-3-(piperazin-1-yl)carbonyloxy-isoindolin-1-one (2.12 g.), N,N'-dicyclohexylcarbodiimide (2.05 g.) in anhydrous methylene chloride (50 cc.) and trifluoroacetic acid (1.71 g.). The crude product, after it has been filtered off, is washed with diethyl ether (50 cc.). The product is then dissolved in methylene chloride (110 cc.). The solution is filtered and concentrated to dryness and the residue is washed ...